describe an organic reaction: reactants, conditions, products, and yield From a dataset of the Open Reaction Database (ORD), a public repository of structured organic reaction records. Starting materials: C(C1=CC=CC=C1)OCN1N=CC(=C1)C=1N=CN(C1)C1=C2C(=NC=C1)N(N=C2C(C)C)C2=CC(=C(C#N)C=C2)NC(C)C (4-{4-(4-(1-(benzyloxymethyl)-1H-pyrazol-4-yl)-1H-imidazol-1-yl)-3-isopropyl-1H-pyrazolo[3,4-b]pyridin-1-yl}-2-(isopropylamino)benzonitrile), O[C@@H]1CC[C@H](CC1)N (trans-4-hydroxycyclohexylamine), C(C1=CC=CC=C1)OCN1N=CC(=C1)C=1N=CN(C1)C1=C2C(=NC=C1)N(N=C2C(C)C)C2=CC(=C(C#N)C=C2)NC(C)C (4-{4-(4-(1-(benzyloxymethyl)-1H-pyrazol-4-yl)-1H-imidazol-1-yl)-3-isopropyl-1H-pyrazolo[3,4-b]pyridin-1-yl}-2-(isopropylamino)benzonitrile), C(C1=CC=CC=C1)OCN1N=CC(=C1)C=1N=CN(C1)C1=C2C(=NC=C1)N(N=C2C(C)C)C2=CC(=C(C#N)C=C2)Br (4-{4-(4-(1-(Benzyloxymethyl)-1H-pyrazol-4-yl)-1H-imidazol-1-yl)-3-isopropyl-1H-pyrazolo[3,4-b]pyridin-1-yl}-2-bromo-benzonitrile), C(C)(C)N (isopropylamine), [OH-].[Na+] (sodium hydroxide). Solvent: C1(=CC=CC=C1)OC (anisole), FC(C(=O)O)(F)F (trifluoroacetic acid), C(Cl)(Cl)Cl (chloroform). Run at temperature 70 celsius, time 3 hour. Yields the product N1N=CC(=C1)C=1N=CN(C1)C1=C2C(=NC=C1)N(N=C2C(C)C)C2=CC(=C(C#N)C=C2)NC(C)C (4-{4-(4-(1H-pyrazol-4-yl)-1H-imidazol-1-yl)-3-isopropyl-1H-pyrazolo[3,4-b]pyridin-1-yl}-2-(isopropylamino)benzonitrile). Isolated yield 43.0%. As a reaction SMILES: C(OC[N:10]1[CH:14]=[C:13]([C:15]2[N:16]=[CH:17][N:18]([C:20]3[CH:25]=[CH:24][N:23]=[C:22]4[N:26]([C:32]5[CH:39]=[CH:38][C:35]([C:36]#[N:37])=[C:34]([NH:40][CH:41]([CH3:43])[CH3:42])[CH:33]=5)[N:27]=[C:28]([CH:29]([CH3:31])[CH3:30])[C:21]=34)[CH:19]=2)[CH:12]=[N:11]1)C1C=CC=CC=1.C(OCN1C=C(C2N=CN(C3C=CN=C4N(C5C=CC(C#N)=C(Br)C=5)N=C(C(C)C)C=34)C=2)C=N1)C1C=CC=CC=1.C(N)(C)C.O[C@H]1CC[C@H](N)CC1.[OH-].[Na+]>C1(OC)C=CC=CC=1.FC(F)(F)C(O)=O.C(Cl)(Cl)Cl>[NH:10]1[CH:14]=[C:13]([C:15]2[N:16]=[CH:17][N:18]([C:20]3[CH:25]=[CH:24][N:23]=[C:22]4[N:26]([C:32]5[CH:39]=[CH:38][C:35]([C:36]#[N:37])=[C:34]([NH:40][CH:41]([CH3:43])[CH3:42])[CH:33]=5)[N:27]=[C:28]([CH:29]([CH3:31])[CH3:30])[C:21]=34)[CH:19]=2)[CH:12]=[N:11]1 |f:4.5|. Procedure: According to Example 1(6), 4-{4-(4-(1-(benzyloxymethyl)-1H-pyrazol-4-yl)-1H-imidazol-1-yl)-3-isopropyl-1H-pyrazolo[3,4-b]pyridin-1-yl}-2-(isopropylamino)benzonitrile (65%) was prepared using compound (143a) and isopropylamine instead of compound (1e) and trans-4-hydroxycyclohexylamine, respectively, and this 4-{4-(4-(1-(benzyloxymethyl)-1H-pyrazol-4-yl)-1H-imidazol-1-yl)-3-isopropyl-1H-pyrazolo[3,4-b]pyridin-1-yl}-2-(isopropylamino)benzonitrile was dissolved in anisole and trifluoroacetic acid, ... The reactants are Cl.Cl.COCC(C)NC(CN1CCNCC1)=O (N-(2-methoxy-1-methyl-ethyl)-2-piperazin-1-yl-acetamide dihydrochloride), C(C)(C)(C)OC(=O)N1CCNCC1 (1-tert-butyloxycarbonyl-piperazine), ClCC(=O)Cl (chloroacetylchloride), COCCNCCOC (N,N-bis-(2-methoxy-ethyl)amine). The product is Cl.Cl.COCCN(C(CN1CCNCC1)=O)CCOC (N,N-Bis-(2-methoxy-ethyl)-2-piperazin-1-yl-acetamide dihydrochloride). As a reaction SMILES: C(OC(N1CCNCC1)=O)(C)(C)C.[Cl:14]CC(Cl)=O.[CH3:19][O:20][CH2:21][CH2:22][NH:23][CH2:24][CH2:25][O:26][CH3:27].[ClH:28].Cl.COCC(N[C:36](=[O:44])[CH2:37][N:38]1[CH2:43][CH2:42][NH:41][CH2:40][CH2:39]1)C>>[ClH:14].[ClH:28].[CH3:19][O:20][CH2:21][CH2:22][N:23]([CH2:24][CH2:25][O:26][CH3:27])[C:36](=[O:44])[CH2:37][N:38]1[CH2:43][CH2:42][NH:41][CH2:40][CH2:39]1 |f:3.4.5,6.7.8|. Procedure details: N,N-Bis-(2-methoxy-ethyl)-2-piperazin-1-yl-acetamide dihydrochloride was prepared from 1-tert-butyloxycarbonyl-piperazine, chloroacetylchloride and N,N-bis-(2-methoxy-ethyl)amine in an analogous manner as described for the preparation of N-(2-methoxy-1-methyl-ethyl)-2-piperazin-1-yl-acetamide dihydrochloride (example 40). Reactants: CCN, CN(C)C=O, Clc1nc2ccccc2n2cnnc12. The product is CCNc1nc2ccccc2n2cnnc12. Reaction SMILES: [CH2:15]([CH3:16])[NH2:17].[CH3:18][N:19]([CH3:20])[CH:21]=[O:22].[Cl:1][c:2]1[c:3]2[n:4]([c:5]3[cH:6][cH:7][cH:8][cH:9][c:10]3[n:11]1)[cH:12][n:13][n:14]2>>[c:2]1([NH:17][CH2:15][CH3:16])[c:3]2[n:4]([c:5]3[cH:6][cH:7][cH:8][cH:9][c:10]3[n:11]1)[cH:12][n:13][n:14]2. The reactants are O=C([O-])[O-], CCOCC, CCOC(C)=O, Cl, O=C(O)c1nccn2cc(-c3ccc(F)cc3)nc12, [Na+], [Na+], O. The product is Fc1ccc(-c2cn3ccncc3n2)cc1. RXN SMILES: [C:21](=[O:22])([O-:23])[O-:24].[CH3:27][CH2:28][O:29][CH2:30][CH3:31].[CH3:33][CH2:34][O:35][C:36]([CH3:37])=[O:38].[ClH:20].[F:1][c:2]1[cH:3][cH:4][c:5](-[c:8]2[n:9][c:10]3[n:11]([cH:12][cH:13][n:14][c:15]3[C:16]([OH:17])=[O:18])[cH:19]2)[cH:6][cH:7]1.[Na+:25].[Na+:26].[OH2:32]>>[F:1][c:2]1[cH:3][cH:4][c:5](-[c:8]2[n:9][c:10]3[n:11]([cH:12][cH:13][n:14][cH:15]3)[cH:19]2)[cH:6][cH:7]1. Starting materials: C(C1=CC=CC=C1)N1C[C@H](CC1)N ((S)-1-benzylpyrrolidin-3-ylamine), BrC1=CC=CC=C1 (bromobenzene). Product: C(C1=CC=CC=C1)N1C[C@H](CC1)NC1=CC=CC=C1 (((S)-1-benzylpyrrolidin-3-yl)-phenylamine). As a reaction SMILES: [CH2:1]([N:8]1[CH2:12][CH2:11][C@H:10]([NH2:13])[CH2:9]1)[C:2]1[CH:7]=[CH:6][CH:5]=[CH:4][CH:3]=1.Br[C:15]1[CH:20]=[CH:19][CH:18]=[CH:17][CH:16]=1>>[CH2:1]([N:8]1[CH2:12][CH2:11][C@H:10]([NH:13][C:15]2[CH:20]=[CH:19][CH:18]=[CH:17][CH:16]=2)[CH2:9]1)[C:2]1[CH:3]=[CH:4][CH:5]=[CH:6][CH:7]=1. Procedure details: ((S)-1-benzylpyrrolidin-3-yl)-phenylamine was synthesized using (S)-1-benzylpyrrolidin-3-ylamine and bromobenzene in the same manner as in Reference Example 3. The reactants are Brc1ccccc1, OCC(F)F, [H-], [Na+], CN(C)C=O. Yields the product FC(F)COc1ccccc1. RXN SMILES: [Br:8][c:9]1[cH:10][cH:11][cH:12][cH:13][cH:14]1.[F:3][CH:4]([CH2:5][OH:6])[F:7].[H-:2].[Na+:1].[O:15]=[CH:16][N:17]([CH3:18])[CH3:19]>>[F:3][CH:4]([CH2:5][O:6][c:9]1[cH:10][cH:11][cH:12][cH:13][cH:14]1)[F:7]. Starting materials: CC(C)OC(=O)C1=NOC(=N1)[C@@H](CC1=CC2=CC=CC=C2C=C1)N(C)C([C@@H](CC1=CC2=CC=CC=C2C=C1)NC(=O)OC(C)(C)C)=O (5-{(1R)-1-[N-((2R)-2-tert-Butoxycarbonylamino-3-(2-naphthyl)propionyl)-N-methylamino]-2-(2-naphthyl)ethyl}-[1,2,4]oxadiazole-3-carboxylic acid (2-propyl)ester), FC(C(=O)O)(F)F (trifluoroacetic acid). The solvent is ClCCl (dichloromethane). Run at time 10 minute. Product: CC(C)OC(=O)C1=NOC(=N1)[C@@H](CC1=CC2=CC=CC=C2C=C1)N(C)C([C@@H](CC1=CC2=CC=CC=C2C=C1)N)=O (5-{(1R)-1-[N-((2R)-2-amino-3-(2-naphthyl)propionyl)-N-methylamino]-2-(2-naphthyl)ethyl}-[1,2,4]oxadiazole-3-carboxylic acid (2-propyl)ester). Isolated yield 124.2%. RXN SMILES: [CH3:1][CH:2]([O:4][C:5]([C:7]1[N:11]=[C:10]([C@H:12]([N:24]([C:26](=[O:47])[C@H:27]([NH:39]C(OC(C)(C)C)=O)[CH2:28][C:29]2[CH:38]=[CH:37][C:36]3[C:31](=[CH:32][CH:33]=[CH:34][CH:35]=3)[CH:30]=2)[CH3:25])[CH2:13][C:14]2[CH:23]=[CH:22][C:21]3[C:16](=[CH:17][CH:18]=[CH:19][CH:20]=3)[CH:15]=2)[O:9][N:8]=1)=[O:6])[CH3:3].FC(F)(F)C(O)=O>ClCCl>[CH3:3][CH:2]([O:4][C:5]([C:7]1[N:11]=[C:10]([C@H:12]([N:24]([C:26](=[O:47])[C@H:27]([NH2:39])[CH2:28][C:29]2[CH:38]=[CH:37][C:36]3[C:31](=[CH:32][CH:33]=[CH:34][CH:35]=3)[CH:30]=2)[CH3:25])[CH2:13][C:14]2[CH:23]=[CH:22][C:21]3[C:16](=[CH:17][CH:18]=[CH:19][CH:20]=3)[CH:15]=2)[O:9][N:8]=1)=[O:6])[CH3:1]. Procedure details: 5-{(1R)-1-[N-((2R)-2-tert-Butoxycarbonylamino-3-(2-naphthyl)propionyl)-N-methylamino]-2-(2-naphthyl)ethyl}-[1,2,4]oxadiazole-3-carboxylic acid (2-propyl)ester (2.1 g, 3.3 mmol) was suspended in a saturated mixture of trifluoroacetic acid and dichloromethane (1:1, 60 ml). After 10 min at 20° C., the reaction mixture was concentrated in vacuo to give 2.2 g of 5-{(1R)-1-[N-((2R)-2-amino-3-(2-naphthyl)propionyl)-N-methylamino]-2-(2-naphthyl)ethyl}-[1,2,4]oxadiazole-3-carboxylic acid (2-propyl)ester,... Reactants: crude material, OCC=1OC(OC1C)=O (4-hydroxymethyl-5-methyl-[1,3]dioxol-2-one), CN1CCOCC1 (4-methylmorpholine), C1(=CC=C(C=C1)C[C@H](C[C@@](C(=O)O)(C)CO)NC(=O)C=1NN=NC1)C1=CC=CC=C1 ((2S,4R)-5-Biphenyl-4-yl-2-hydroxymethyl-2-methyl-4-[(3H-[1,2,3]triazole-4-carbonyl)-amino]-pentanoic acid), CCN=C=NCCCN(C)C (EDCI), C=1C=CC2=C(C1)N=NN2O (HOBt). Solvent: CC(=O)O (AcOH), C(Cl)Cl (DCM). Conditions: time 10 minute. The product is CC1=C(OC(O1)=O)COC([C@](C[C@@H](CC1=CC=C(C=C1)C1=CC=CC=C1)NC(=O)C=1NN=NC1)(C)CO)=O ((2S,4R)-5-Biphenyl-4-yl-2-hydroxymethyl-2-methyl-4-[(3H-[1,2,3]triazole-4-carbonyl)-amino]-pentanoic acid 5-methyl-2-oxo-[1,3]-dioxol-4-ylmethyl ester). Yield: 15.7%. RXN SMILES: [C:1]1([C:25]2[CH:30]=[CH:29][CH:28]=[CH:27][CH:26]=2)[CH:6]=[CH:5][C:4]([CH2:7][C@@H:8]([NH:17][C:18]([C:20]2[NH:21][N:22]=[N:23][CH:24]=2)=[O:19])[CH2:9][C@:10]([CH2:15][OH:16])([CH3:14])[C:11]([OH:13])=[O:12])=[CH:3][CH:2]=1.CCN=C=NCCCN(C)C.C1C=CC2N(O)N=NC=2C=1.O[CH2:53][C:54]1[O:55][C:56](=[O:60])[O:57][C:58]=1[CH3:59].CN1CCOCC1>C(Cl)Cl.CC(O)=O>[CH3:59][C:58]1[O:57][C:56](=[O:60])[O:55][C:54]=1[CH2:53][O:12][C:11](=[O:13])[C@@:10]([CH2:15][OH:16])([CH3:14])[CH2:9][C@H:8]([NH:17][C:18]([C:20]1[NH:21][N:22]=[N:23][CH:24]=1)=[O:19])[CH2:7][C:4]1[CH:5]=[CH:6][C:1]([C:25]2[CH:30]=[CH:29][CH:28]=[CH:27][CH:26]=2)=[CH:2][CH:3]=1. Procedure: (2S,4R)-5-Biphenyl-4-yl-2-hydroxymethyl-2-methyl-4-[(3H-[1,2,3]triazole-4-carbonyl)-amino]-pentanoic acid (100 mg, 245 μmol, 1.0 eq.), EDCI (52 μL, 294 μmol, 1.2 eq.) and HOBt (39.7 mg, 294 μmol, 1.2 eq.) were dissolved in DCM (5 mL). After stirring for 10 minutes, 4-hydroxymethyl-5-methyl-[1,3]dioxol-2-one (127 mg, 979 μmol, 4.0 eq.) was added. The mixture was stirred for 1 hour and 4-methylmorpholine (40.4 μL, 1.5 eq.) was added. After 1 hour, the crude material was dissolved in AcOH and purif...